describe an organic reaction: reactants, conditions, products, and yield From a dataset of the Open Reaction Database (ORD), a public repository of structured organic reaction records. Reactants: C(N)(=O)[C@H]1N(C[C@H](C1)SCC1=CC=C(C=C1)OC)C ((2S,4S)-2-carbamoyl-4-(4-methoxybenzylthio)-1-methylpyrrolidine), C([O-])([O-])=O.[Na+].[Na+] (sodium carbonate). Run in Cl (hydrochloric acid). Run at time 3.5 hour. The product is C(=O)(O)[C@H]1N(C[C@H](C1)SCC1=CC=C(C=C1)OC)C ((2S,4S)-2-Carboxy-4-(4-methoxybenzylthio)-1-methylpyrrolidine). Reaction SMILES: [C:1]([C@@H:4]1[CH2:8][C@H:7]([S:9][CH2:10][C:11]2[CH:16]=[CH:15][C:14]([O:17][CH3:18])=[CH:13][CH:12]=2)[CH2:6][N:5]1[CH3:19])(=[O:3])N.C(=O)([O-])[O-:21].[Na+].[Na+]>Cl>[C:1]([C@@H:4]1[CH2:8][C@H:7]([S:9][CH2:10][C:11]2[CH:16]=[CH:15][C:14]([O:17][CH3:18])=[CH:13][CH:12]=2)[CH2:6][N:5]1[CH3:19])([OH:21])=[O:3] |f:1.2.3|. Procedure: 15.16 g of (2S,4S)-2-carbamoyl-4-(4-methoxybenzylthio)-1-methylpyrrolidine [prepared as described in step (i) above] were dissolved in 170 ml of 2N aqueous hydrochloric acid, and the solution was stirred in a bath kept at 110° C. for 3.5 hours. At the end of this time, the reaction mixture was cooled to room temperature, and its pH was adjusted to a value of 8.5 by the addition of sodium carbonate. The mixture was then concentrated by evaporation under reduced pressure, after which it was allowe... Reactants: [Cr](=O)(=O)([O-])O[Cr](=O)(=O)[O-].[NH+]1=CC=CC=C1.[NH+]1=CC=CC=C1 (pyridinium dichromate), OC1CC2=CC=C(C3=CC=CC1=C23)N2C[C@H](N(CC2)CC[C@@H]2OCCC3=C2C=CC(=C3)C(=O)N)C ((1S)-1-{2-[(2R)-4-(1-hydroxy-1,2-dihydro-5-acenaphthylenyl)-2-methylpiperazinyl]ethyl}-3,4-dihydro-1H-2-benzopyran-6-carboxamide), [Cr](=O)(=O)([O-])O[Cr](=O)(=O)[O-].[NH+]1=CC=CC=C1.[NH+]1=CC=CC=C1 (pyridinium dichromate). Solvent: CN(C)C=O (DMF). Run at time 4 hour. The product is C[C@H]1N(CCN(C1)C1=CC=C2CC(C=3C=CC=C1C32)=O)CC[C@@H]3OCCC2=C3C=CC(=C2)C(=O)N ((1S)-1-{2-[(2R)-2-methyl-4-(1-oxo-1,2-dihydro-5-acenaphthylenyl)piperazinyl]ethyl}-3,4-dihydro-1H-2-benzopyran-6-carboxamide). RXN SMILES: [OH:1][CH:2]1[C:12]2=[C:13]3[C:8](=[CH:9][CH:10]=[CH:11]2)[C:7]([N:14]2[CH2:19][CH2:18][N:17]([CH2:20][CH2:21][C@H:22]4[C:27]5[CH:28]=[CH:29][C:30]([C:32]([NH2:34])=[O:33])=[CH:31][C:26]=5[CH2:25][CH2:24][O:23]4)[C@H:16]([CH3:35])[CH2:15]2)=[CH:6][CH:5]=[C:4]3[CH2:3]1.[Cr](O[Cr]([O-])(=O)=O)([O-])(=O)=O.[NH+]1C=CC=CC=1.[NH+]1C=CC=CC=1>CN(C=O)C>[CH3:35][C@@H:16]1[CH2:15][N:14]([C:7]2[C:8]3[C:13]4[C:4]([CH2:3][C:2](=[O:1])[C:12]=4[CH:11]=[CH:10][CH:9]=3)=[CH:5][CH:6]=2)[CH2:19][CH2:18][N:17]1[CH2:20][CH2:21][C@H:22]1[C:27]2[CH:28]=[CH:29][C:30]([C:32]([NH2:34])=[O:33])=[CH:31][C:26]=2[CH2:25][CH2:24][O:23]1 |f:1.2.3|. Reported procedure: To a solution of (1S)-1-{2-[(2R)-4-(1-hydroxy-1,2-dihydro-5-acenaphthylenyl)-2-methylpiperazinyl]ethyl}-3,4-dihydro-1H-2-benzopyran-6-carboxamide (0.10 g, 0.21 mmol) in dry DMF (2 mL), cooled to 0° C. under nitrogen, was added pyridinium dichromate (0.08 g, 0.21 mmol), and the mixture stirred for 4 h, allowing the reaction to warm to room temperature. A further equivalent of pyridinium dichromate was added and the reaction stirred for a further 1 h. The mixture was poured onto water and the resu... The reactants are ClC1=CC=C(C=C1)S(=O)[O-].[Na+] (sodium 4-chlorobenzenesulfinate), BrCC=1C=C(C#N)C=CC1 (3-bromomethylbenzonitrile). The solvent is C(OC)COC (dimethoxyethane). Run at temperature 70 celsius, time 3 day. Product: ClC1=CC=C(C=C1)S(=O)(=O)CC=1C=C(C#N)C=CC1 (3-(4-Chlorophenylsulfonylmethyl)benzonitrile). As a reaction SMILES: [Cl:1][C:2]1[CH:7]=[CH:6][C:5]([S:8]([O-:10])=[O:9])=[CH:4][CH:3]=1.[Na+].Br[CH2:13][C:14]1[CH:15]=[C:16]([CH:19]=[CH:20][CH:21]=1)[C:17]#[N:18]>C(COC)OC>[Cl:1][C:2]1[CH:7]=[CH:6][C:5]([S:8]([CH2:13][C:14]2[CH:15]=[C:16]([CH:19]=[CH:20][CH:21]=2)[C:17]#[N:18])(=[O:10])=[O:9])=[CH:4][CH:3]=1 |f:0.1|. Procedure details: A dimethoxyethane (15 ml) suspension of sodium 4-chlorobenzenesulfinate (270 mg, 1.36 mmol) and 3-bromomethylbenzonitrile (222 mg, 1.13 mmol) was stirred at 70° C. for 3 days. After cooling the reaction mixture to room temperature, the solvent was concentrated under reduced pressure. Ethyl acetate was added to the residue. The mixture was washed successively with water and brine and then, dried over anhydrous sodium sulfate. After filtration, the filtrate was concentrated under reduced pressure.... Reactants: CC1=CC2=C(C=CO2)C=C1 (6-methylbenzofuran), BrN1C(CCC1=O)=O (N-bromosuccinimide), C(C1=CC=CC=C1)(=O)OOC(C1=CC=CC=C1)=O (dibenzoyl peroxide). The solvent is C(Cl)(Cl)(Cl)Cl (carbon tetrachloride). Product: BrCC1=CC2=C(C=CO2)C=C1 (6-bromomethylbenzofuran). The yield is 80.8%. RXN SMILES: [CH3:1][C:2]1[CH:10]=[CH:9][C:5]2[CH:6]=[CH:7][O:8][C:4]=2[CH:3]=1.[Br:11]N1C(=O)CCC1=O.C(OOC(=O)C1C=CC=CC=1)(=O)C1C=CC=CC=1>C(Cl)(Cl)(Cl)Cl>[Br:11][CH2:1][C:2]1[CH:10]=[CH:9][C:5]2[CH:6]=[CH:7][O:8][C:4]=2[CH:3]=1. Procedure details: A mixture of 6-methylbenzofuran (3.44 g, 0.026 mol), N-bromosuccinimide (4.63 g, 0.026 mol), dibenzoyl peroxide (trace) and carbon tetrachloride (50 cm3) was refluxed for 5 hr. The mixture was filtered and the solvent was removed from the filtrate. The residue was distilled to give 6-bromomethylbenzofuran (4.38 g, 0.021 mol, 80.0%) b.p. 84°-88° C./0.7 mm Hg. The reactants are CO, N#Cc1ccc2n1-c1c(F)cccc1OC21CCN(C(=O)C(F)(F)F)CC1, [K+], [K+], O=C([O-])[O-], O. The product is N#Cc1ccc2n1-c1c(F)cccc1OC21CCNCC1. As a reaction SMILES: [CH3:35][OH:36].[F:1][c:2]1[cH:3][cH:4][cH:5][c:6]2[c:7]1-[n:8]1[c:9]([cH:10][cH:11][c:12]1[C:13]#[N:14])[C:15]1([CH2:16][CH2:17][N:18]([C:21](=[O:22])[C:23]([F:24])([F:25])[F:26])[CH2:19][CH2:20]1)[O:27]2.[K+:28].[K+:29].[O-:30][C:31]([O-:32])=[O:33].[OH2:34]>>[F:1][c:2]1[cH:3][cH:4][cH:5][c:6]2[c:7]1-[n:8]1[c:9]([cH:10][cH:11][c:12]1[C:13]#[N:14])[C:15]1([CH2:16][CH2:17][NH:18][CH2:19][CH2:20]1)[O:27]2. Reported procedure: A mixture of the ester from Step 4 (2.77 g), 90% formic acid (70 ml) and mercuric acetate (7.17 g) was stirred under an argon atmosphere at ambient temperature for 3 hours. The reaction mixture was poured into a mixture of water (350 ml) and CH2Cl2 (700 ml) and H2S gas was passed through the vigorously stirred mixture for 5 minutes. The organic phase was separated, filtered through celite, washed with water, dried (MgSO4) and reduced to dryness to provide the title compound, m.p. 103°-105°. RXN SMILES: [CH3:1][O:2][C:3]1[C:12]([C:13]([O:15][CH3:16])=[O:14])=[CH:11][C:10]2[C:5](=[CH:6][C:7]([S:17]CC3C=CC(OC)=CC=3)=[CH:8][CH:9]=2)[N:4]=1.C(O)=O.O.S>C(Cl)Cl>[SH:17][C:7]1[CH:6]=[C:5]2[C:10]([CH:11]=[C:12]([C:13]([O:15][CH3:16])=[O:14])[C:3]([O:2][CH3:1])=[N:4]2)=[CH:9][CH:8]=1. Reaction conditions: time 3 hour. Product: SC1=CC=C2C=C(C(=NC2=C1)OC)C(=O)OC (Methyl 7-mercapto-2-methoxyquinolin-3- carboxylate). Starting materials: COC1=NC2=CC(=CC=C2C=C1C(=O)OC)SCC1=CC=C(C=C1)OC (Methyl 2-methoxy-7-(((4-methoxyphenyl)methyl)thio)quinolin-3-carboxylate), C(=O)O (formic acid), mercuric acetate, O (water), S (H2S). Run in C(Cl)Cl (CH2Cl2). Starting materials: butyl 5-hydroxypropionate, N,N-diethyl-α,α-difluoro-[4-(1H,1H,2H,2H-perfluorodecyl)benzyl]amine, compound c, C(O)([O-])=O.[Na+] (sodium hydrogencarbonate), FCCCCC(=O)OCCCC (butyl 5-fluoropentanoate). Solvent: CCCCCCC (heptane). Product: OCCCCC(=O)OCCCC (Butyl 5-Hydroxypentanoate). The yield is 92.0%. As a reaction SMILES: C(=O)([O-])[OH:2].[Na+].F[CH2:7][CH2:8][CH2:9][CH2:10][C:11]([O:13][CH2:14][CH2:15][CH2:16][CH3:17])=[O:12]>CCCCCCC>[OH:2][CH2:7][CH2:8][CH2:9][CH2:10][C:11]([O:13][CH2:14][CH2:15][CH2:16][CH3:17])=[O:12] |f:0.1|. Reported procedure: 87 mg (0.5 mmol) of butyl 5-hydroxypropionate purified by distillation, 0.39 g (0.6 mmol, 1.2 equivalents) of N,N-diethyl-α,α-difluoro-[4-(1H,1H,2H,2H-perfluorodecyl)benzyl]amine (compound c) produced in Example 1, and 0.5 ml of heptane were put into a PFA container, and reacted in a nitrogen atmosphere at 100° C. for 3 hours. After the reaction, an aqueous saturated sodium hydrogencarbonate solution was added thereto for neutralization, and then the product was extracted out with dichloromethan...